This data is from the Open Reaction Database (ORD), a public repository of structured organic reaction records. The task is: describe an organic reaction: reactants, conditions, products, and yield Starting materials: Cc1ccccc1, CC(O)(CCN)c1ccc(-c2ccc(F)cc2)cc1, Cc1ccc(S(=O)(=O)O)cc1, Cc1ccc(S(=O)(=O)O)cc1. Yields the product CC(=CCN)c1ccc(-c2ccc(F)cc2)cc1. Reaction SMILES: [CH3:42][c:43]1[cH:44][cH:45][cH:46][cH:47][cH:48]1.[F:12][c:13]1[cH:14][cH:15][c:16](-[c:19]2[cH:20][cH:21][c:22]([C:25]([CH2:26][CH2:27][NH2:28])([CH3:29])[OH:30])[cH:23][cH:24]2)[cH:17][cH:18]1.[c:1]1([CH3:2])[cH:3][cH:4][c:5]([S:6]([OH:7])(=[O:8])=[O:9])[cH:10][cH:11]1.[c:31]1([CH3:32])[cH:33][cH:34][c:35]([S:36]([OH:37])(=[O:38])=[O:39])[cH:40][cH:41]1>>[F:12][c:13]1[cH:14][cH:15][c:16](-[c:19]2[cH:20][cH:21][c:22]([C:25](=[CH:26][CH2:27][NH2:28])[CH3:29])[cH:23][cH:24]2)[cH:17][cH:18]1. The reactants are C(C)(C)(C)OC(NC1(CCC1)C1=CC=C(C=C1)C=1C(=CC2=C(OCC(N2)=S)N1)C1=CC=CC=C1)=O (tert-butyl(1-(4-(7-phenyl-2-thioxo-2,3-dihydro-1H-pyrido[2,3-b][1,4]oxazin-6-yl)phenyl)cyclobutyl)carbamate), FC(C(=O)NN)(F)F (2,2,2-trifluoroacetohydrazide). The solvent is CC=1C=CC(=CC1)C (p-xylene). Product: C1(=CC=CC=C1)C1=CC2=C(OCC=3N2C(=NN3)C(F)(F)F)N=C1C1=CC=C(C=C1)C1(CCC1)NC(OC(C)(C)C)=O (Tert-butyl (1-(4-(8-phenyl-1-(trifluoromethyl)-4H-pyrido[2,3-b][1,2,4]triazolo[4,3-d][1,4]oxazin-7-yl)phenyl)cyclobutyl)carbamate). Isolated yield 21.8%. As a reaction SMILES: [C:1]([O:5][C:6](=[O:35])[NH:7][C:8]1([C:12]2[CH:17]=[CH:16][C:15]([C:18]3[C:19]([C:29]4[CH:34]=[CH:33][CH:32]=[CH:31][CH:30]=4)=[CH:20][C:21]4[NH:26][C:25](=S)[CH2:24][O:23][C:22]=4[N:28]=3)=[CH:14][CH:13]=2)[CH2:11][CH2:10][CH2:9]1)([CH3:4])([CH3:3])[CH3:2].[F:36][C:37]([F:43])([F:42])[C:38]([NH:40][NH2:41])=O>CC1C=CC(C)=CC=1>[C:29]1([C:19]2[C:18]([C:15]3[CH:16]=[CH:17][C:12]([C:8]4([NH:7][C:6](=[O:35])[O:5][C:1]([CH3:4])([CH3:3])[CH3:2])[CH2:11][CH2:10][CH2:9]4)=[CH:13][CH:14]=3)=[N:28][C:22]3[O:23][CH2:24][C:25]4[N:26]([C:38]([C:37]([F:43])([F:42])[F:36])=[N:40][N:41]=4)[C:21]=3[CH:20]=2)[CH:34]=[CH:33][CH:32]=[CH:31][CH:30]=1. Reported procedure: A solution of tert-butyl(1-(4-(7-phenyl-2-thioxo-2,3-dihydro-1H-pyrido[2,3-b][1,4]oxazin-6-yl)phenyl)cyclobutyl)carbamate (70 mg, 0.144 mmol) and 2,2,2-trifluoroacetohydrazide (7.3 mg, 0.057 mmol) in p-xylene (1 ml) was heated to 150° C. for 30 minutes under microwave irradiation. The resulting reaction mixture was concentrated to dryness under reduced pressure and purified by Biotage silica gel chromatography (gradient 0% to 20% ethyl acetate in n-hexanes) to give the title compound (7 mg, 20%)...